This data is from the Open Reaction Database (ORD), a public repository of structured organic reaction records. The task is: describe an organic reaction: reactants, conditions, products, and yield Starting materials: C(C)OC1=CC=C2C(=N1)N(C(=N2)COC2=CC=C(CC1C(N(C(S1)=O)C(C1=CC=CC=C1)(C1=CC=CC=C1)C1=CC=CC=C1)=O)C=C2)C (5-{4-(5-ethoxy-3-methylimidazo[5,4-b]pyridin-2-ylmethoxy)benzyl}-3-triphenylmethylthiazolidine-2,4-dione), C(C)(=O)O (acetic acid). Run in O (water). Yields the product C(C)OC1=CC=C2C(=N1)N(C(=N2)COC2=CC=C(CC1C(NC(S1)=O)=O)C=C2)C (5-{4-(5-Ethoxy-3-methylimidazo[5,4-b]pyridin-2-yl-methoxy)benzyl}thiazolidine-2,4-dione). The yield is 90.6%. RXN SMILES: [CH2:1]([O:3][C:4]1[N:9]=[C:8]2[N:10]([CH3:48])[C:11]([CH2:13][O:14][C:15]3[CH:47]=[CH:46][C:18]([CH2:19][CH:20]4[S:24][C:23](=[O:25])[N:22](C(C5C=CC=CC=5)(C5C=CC=CC=5)C5C=CC=CC=5)[C:21]4=[O:45])=[CH:17][CH:16]=3)=[N:12][C:7]2=[CH:6][CH:5]=1)[CH3:2].C(O)(=O)C>O>[CH2:1]([O:3][C:4]1[N:9]=[C:8]2[N:10]([CH3:48])[C:11]([CH2:13][O:14][C:15]3[CH:47]=[CH:46][C:18]([CH2:19][CH:20]4[S:24][C:23](=[O:25])[NH:22][C:21]4=[O:45])=[CH:17][CH:16]=3)=[N:12][C:7]2=[CH:6][CH:5]=1)[CH3:2]. Procedure: A procedure similar to that described in Example 12 was repeated, except that 2.75 g of 5-{4-(5-ethoxy-3-methylimidazo[5,4-b]pyridin-2-ylmethoxy)benzyl}-3-triphenylmethylthiazolidine-2,4-dione (prepared as described in Preparation 99) were treated with 24 ml of a 3:1 by volume mixture of acetic acid and water. After working up the product as described in Example 12, the resulting crude product was crystallized by trituration with ethyl acetate, to give 1.57 g of the title compound, melting at 24... Reactants: C(C1=CC=CC=C1)OCC1CN(S(C1)(=O)=O)CC (4-Benzyloxymethyl-2-ethyl-isothiazolidine 1,1-dioxide). The reagents and catalysts are [Pd] (Pd/C). Run in CO (methanol). Conditions: time 24 hour. Product: C(C)N1S(CC(C1)CO)(=O)=O ((2-Ethyl-1,1-dioxo-1lambda*6*-isothiazolidin-4-yl)-methanol). Isolated yield 95.8%. RXN SMILES: C([O:8][CH2:9][CH:10]1[CH2:14][S:13](=[O:16])(=[O:15])[N:12]([CH2:17][CH3:18])[CH2:11]1)C1C=CC=CC=1>CO.[Pd]>[CH2:17]([N:12]1[CH2:11][CH:10]([CH2:9][OH:8])[CH2:14][S:13]1(=[O:16])=[O:15])[CH3:18]. Reported procedure: A mixture of 4-Benzyloxymethyl-2-ethyl-isothiazolidine 1,1-dioxide (254 mg) and Pd/C (108 mg, 0.1 equiv) in methanol was purged with H2 and left to stir under an H2 atmosphere for 24 h. As LCMS indicated completion, the reaction mixture was filtered through a pad of silica (rinsing with MeOH). The filtrate was evaporated and 162 mg of the expected alcohol were obtained. It was pure enough to be used as such in the next step. LCMS (Method E) 0.25 min, M+H 170. 1H-NMR (CDCl3, 400 MHz): 3.8-3.70 (m...